Dataset: the Open Reaction Database (ORD), a public repository of structured organic reaction records. Task: describe an organic reaction: reactants, conditions, products, and yield The reactants are IC1=CN=C(N1)C (5-iodo-2-methyl-1H-imidazole), S(C)(=O)(=O)OCC(F)(F)F (2,2,2-trifluoroethyl mesylate). Yields the product IC=1N=C(N(C1)CC(F)(F)F)C (4-Iodo-2-methyl-1-(2,2,2-trifluoro-ethyl)-1H-imidazole). Reaction SMILES: [I:1][C:2]1[NH:6][C:5]([CH3:7])=[N:4][CH:3]=1.S(O[CH2:13][C:14]([F:17])([F:16])[F:15])(=O)(=O)C>>[I:1][C:2]1[N:6]=[C:5]([CH3:7])[N:4]([CH2:13][C:14]([F:17])([F:16])[F:15])[CH:3]=1. Procedure: The title compound, MS: m/e=291.0 (M+H+), was prepared in accordance with the general method of example 1 from 5-iodo-2-methyl-1H-imidazole and 2,2,2-trifluoroethyl mesylate. The reactants are Nc1cccc([N+](=O)[O-])c1, N#C[Na], CC(=O)NCC1CN(c2ccc(N3CCC(=O)CC3)c(F)c2)C(=O)O1. Product: CC(=O)NCC1CN(c2ccc(N3CCC(C#N)(Nc4cccc([N+](=O)[O-])c4)CC3)c(F)c2)C(=O)O1. Reaction SMILES: [N+:29](=[O:30])([O-:31])[c:32]1[cH:33][c:34]([NH2:35])[cH:36][cH:37][cH:38]1.[Na:26][C:27]#[N:28].[O:1]=[C:2]1[CH2:3][CH2:4][N:5]([c:8]2[c:9]([F:25])[cH:10][c:11]([N:14]3[C:15](=[O:24])[O:16][CH:17]([CH2:19][NH:20][C:21]([CH3:22])=[O:23])[CH2:18]3)[cH:12][cH:13]2)[CH2:6][CH2:7]1>>[C:2]1([C:27]#[N:28])([NH:35][c:34]2[cH:33][c:32]([N+:29](=[O:30])[O-:31])[cH:38][cH:37][cH:36]2)[CH2:3][CH2:4][N:5]([c:8]2[c:9]([F:25])[cH:10][c:11]([N:14]3[C:15](=[O:24])[O:16][CH:17]([CH2:19][NH:20][C:21]([CH3:22])=[O:23])[CH2:18]3)[cH:12][cH:13]2)[CH2:6][CH2:7]1. Reactants: CS(=O)(=O)C1=NC(=CC(=N1)C(=O)N)C1=CC=CC=C1 (2-Methanesulfonyl-6-phenylpyrimidine-4-carboxamide), CCN(C(C)C)C(C)C (DIPEA), CNCCC1=CC=CC=C1 (N-methylphenethylamine). Run in O1CCOCC1 (1,4-dioxane). Reaction conditions: temperature 85 celsius. Yields the product CN(C1=NC(=CC(=N1)C(=O)N)C1=CC=CC=C1)CCC1=CC=CC=C1 (2-(N-methylphenethylamino)-6-phenylpyrimidine-4-carboxamide). Yield: 51.7%. RXN SMILES: CS([C:5]1[N:10]=[C:9]([C:11]([NH2:13])=[O:12])[CH:8]=[C:7]([C:14]2[CH:19]=[CH:18][CH:17]=[CH:16][CH:15]=2)[N:6]=1)(=O)=O.CCN(C(C)C)C(C)C.[CH3:29][NH:30][CH2:31][CH2:32][C:33]1[CH:38]=[CH:37][CH:36]=[CH:35][CH:34]=1>O1CCOCC1>[CH3:29][N:30]([CH2:31][CH2:32][C:33]1[CH:38]=[CH:37][CH:36]=[CH:35][CH:34]=1)[C:5]1[N:10]=[C:9]([C:11]([NH2:13])=[O:12])[CH:8]=[C:7]([C:14]2[CH:19]=[CH:18][CH:17]=[CH:16][CH:15]=2)[N:6]=1. Procedure: 2-Methanesulfonyl-6-phenylpyrimidine-4-carboxamide (70 mg, 0.25 mmol), 1,4-dioxane (4 mL), DIPEA (0.3 mL, 2.0 mmol) and N-methylphenethylamine (82 mg, 0.6 mmol) were added to a 8 mL vial. The vial was sealed and heated at 85° C. for two days. The reaction mixture was allowed to cool to room temperature, and the solvent then removed by centrifugal evaporation. The residue was purified by preparative HPLC to afford 43 mg of 2-(N-methylphenethylamino)-6-phenylpyrimidine-4-carboxamide. 1H NMR (CDCl3... The reactants are N1CCC(CC1)C(=O)NC=1C=C(C=CC1)C1=NC2=CC=CC=C2C(=N1)NC=1C=C2C=NN(C2=CC1)C(=O)OC(C)(C)C (tert-butyl 5-(2-(3-(piperidine-4-carboxamido)phenyl)quinazolin-4-ylamino)-1H-indazole-1-carboxylate), C(=O)(C(F)(F)F)O (TFA). Run in C(Cl)Cl (CH2Cl2). Product: N1N=CC2=CC(=CC=C12)NC1=NC(=NC2=CC=CC=C12)C=1C=C(C=CC1)NC(=O)C1CCNCC1 (N-(3-(4-(1H-indazol-5-ylamino)quinazolin-2-yl)phenyl)piperidine-4-carboxamide). Reaction SMILES: [NH:1]1[CH2:6][CH2:5][CH:4]([C:7]([NH:9][C:10]2[CH:11]=[C:12]([C:16]3[N:25]=[C:24]([NH:26][C:27]4[CH:28]=[C:29]5[C:33](=[CH:34][CH:35]=4)[N:32](C(OC(C)(C)C)=O)[N:31]=[CH:30]5)[C:23]4[C:18](=[CH:19][CH:20]=[CH:21][CH:22]=4)[N:17]=3)[CH:13]=[CH:14][CH:15]=2)=[O:8])[CH2:3][CH2:2]1.C(O)(C(F)(F)F)=O>C(Cl)Cl>[NH:32]1[C:33]2[C:29](=[CH:28][C:27]([NH:26][C:24]3[C:23]4[C:18](=[CH:19][CH:20]=[CH:21][CH:22]=4)[N:17]=[C:16]([C:12]4[CH:11]=[C:10]([NH:9][C:7]([CH:4]5[CH2:3][CH2:2][NH:1][CH2:6][CH2:5]5)=[O:8])[CH:15]=[CH:14][CH:13]=4)[N:25]=3)=[CH:35][CH:34]=2)[CH:30]=[N:31]1. Procedure: To tert-butyl 5-(2-(3-(piperidine-4-carboxamido)phenyl)quinazolin-4-ylamino)-1H-indazole-1-carboxylate (mg, mmol) was added a solution of 1:1 TFA:CH2Cl2 (4 mL) and stirred at RT for 2 h. The reaction mixture was concentrated in vacuo and left under high vacuum for several hours. The crude product was triturated with ethyl ether to afford N-(3-(4-(1H-indazol-5-ylamino)quinazolin-2-yl)phenyl)piperidine-4-carboxamide. (97 mg, 0.21 mmol, 75% over two steps)